Dataset: the Open Reaction Database (ORD), a public repository of structured organic reaction records. Task: describe an organic reaction: reactants, conditions, products, and yield The reactants are COC(=O)c1cc(Br)ccc1C, O=C([O-])[O-], CC(C)(C)OC(=O)NCc1cc(B2OC(C)(C)C(C)(C)O2)ccc1OCc1ccccc1, COCCOC, [K+], [K+]. The product is COC(=O)c1cc(-c2ccc(OCc3ccccc3)c(CNC(=O)OC(C)(C)C)c2)ccc1C. Reaction SMILES: [Br:33][c:34]1[cH:35][c:36]([C:37](=[O:38])[O:39][CH3:40])[c:41]([CH3:44])[cH:42][cH:43]1.[C:45](=[O:46])([O-:47])[O-:48].[CH2:1]([c:2]1[cH:3][cH:4][cH:5][cH:6][cH:7]1)[O:8][c:9]1[c:10]([CH2:11][NH:12][C:13]([O:14][C:15]([CH3:16])([CH3:17])[CH3:18])=[O:19])[cH:20][c:21]([B:24]2[O:25][C:26]([CH3:27])([CH3:28])[C:29]([CH3:30])([CH3:31])[O:32]2)[cH:22][cH:23]1.[CH2:51]([CH2:52][O:53][CH3:54])[O:55][CH3:56].[K+:49].[K+:50]>>[CH2:1]([c:2]1[cH:3][cH:4][cH:5][cH:6][cH:7]1)[O:8][c:9]1[c:10]([CH2:11][NH:12][C:13]([O:14][C:15]([CH3:16])([CH3:17])[CH3:18])=[O:19])[cH:20][c:21](-[c:34]2[cH:35][c:36]([C:37](=[O:38])[O:39][CH3:40])[c:41]([CH3:44])[cH:42][cH:43]2)[cH:22][cH:23]1.